From a dataset of the Open Reaction Database (ORD), a public repository of structured organic reaction records. describe an organic reaction: reactants, conditions, products, and yield The reactants are BrC=1C=C(C=CC1OC)S(=O)(=O)NC1=CC=C(C=C1)N1CCOCC1 (3-bromo-4-methoxy-N-(4-morpholin-4-yl-phenyl)-benzenesulfonamide), C(=O)(O)C1=CC=C(C=C1)B(O)O (4-carboxy-phenyl boronic acid), tetrakis(triphenylphosphine)palladium0. The solvent is C([O-])(O)=O.[Na+] (sodium bicarbonate), COCCOC (DME). The product is COC1=C(C=C(C=C1)S(NC1=CC=C(C=C1)N1CCOCC1)(=O)=O)C1=CC=C(C=C1)C(=O)O (2′-Methoxy-5′-(4-morpholin-4-yl-phenylsulfamoyl)-biphenyl-4-carboxylic acid). Reaction SMILES: Br[C:2]1[CH:3]=[C:4]([S:10]([NH:13][C:14]2[CH:19]=[CH:18][C:17]([N:20]3[CH2:25][CH2:24][O:23][CH2:22][CH2:21]3)=[CH:16][CH:15]=2)(=[O:12])=[O:11])[CH:5]=[CH:6][C:7]=1[O:8][CH3:9].[C:26]([C:29]1[CH:34]=[CH:33][C:32](B(O)O)=[CH:31][CH:30]=1)([OH:28])=[O:27]>C(=O)(O)[O-].[Na+].COCCOC>[CH3:9][O:8][C:7]1[CH:6]=[CH:5][C:4]([S:10](=[O:12])(=[O:11])[NH:13][C:14]2[CH:19]=[CH:18][C:17]([N:20]3[CH2:25][CH2:24][O:23][CH2:22][CH2:21]3)=[CH:16][CH:15]=2)=[CH:3][C:2]=1[C:32]1[CH:33]=[CH:34][C:29]([C:26]([OH:28])=[O:27])=[CH:30][CH:31]=1 |f:2.3|. Reported procedure: A mixture of 3-bromo-4-methoxy-N-(4-morpholin-4-yl-phenyl)-benzenesulfonamide (460 mg) and 4-carboxy-phenyl boronic acid (196 mg) in saturated sodium bicarbonate solution (4 ml) and DME (8 ml) was heated to reflux in the presence of tetrakis(triphenylphosphine)palladium0 for 16 h. The mixture was allowed to cool and was evaporated. The residue was then suspended in water and 2M HCl added until the effervescence ceased. The resulting light grey solid was collected and dried (490 mg) Yields the product COC1=C(C=CC=C1)N1CC(N(CC1)CC1=CC=CC=C1)C(=O)N (4-(2-Methoxyphenyl)-1-(phenylmethyl)-2-piperazinecarboxamide). Reaction SMILES: [CH3:1][O:2][C:3]1[CH:8]=[CH:7][CH:6]=[CH:5][C:4]=1[NH:9][CH2:10][CH2:11][NH:12][CH2:13][C:14]1[CH:19]=[CH:18][CH:17]=[CH:16][CH:15]=1.Br[CH:21]([CH2:25]Br)[C:22]([NH2:24])=[O:23]>>[CH3:1][O:2][C:3]1[CH:8]=[CH:7][CH:6]=[CH:5][C:4]=1[N:9]1[CH2:10][CH2:11][N:12]([CH2:13][C:14]2[CH:19]=[CH:18][CH:17]=[CH:16][CH:15]=2)[CH:21]([C:22]([NH2:24])=[O:23])[CH2:25]1. The reactants are COC1=C(C=CC=C1)NCCNCC1=CC=CC=C1 (N-(2-methoxyphenyl)-N'-(phenylmethyl)-1,2-ethanediamine), BrC(C(=O)N)CBr (2,3-dibromopropanamide). Reported procedure: In a manner similar to Preparation 1, react N-(2-methoxyphenyl)-N'-(phenylmethyl)-1,2-ethanediamine (15.4 g, 60.2 mmol) with 2,3-dibromopropanamide (27.7 g, 0.12 mol) to give the title compound.